From a dataset of the Open Reaction Database (ORD), a public repository of structured organic reaction records. describe an organic reaction: reactants, conditions, products, and yield Reactants: IC(C)C (2-iodopropane), [N+](=O)([O-])C=1C=C(C(O)=CC1)O (4-nitrocatechol), suspension, [H-].[Na+] (sodium hydride), oil. The solvent is CN(C=O)C (N,N-dimethylformamide). Run at temperature 0 celsius, time 1.5 hour. Product: C(C)(C)OC1=C(C=C(C=C1)[N+](=O)[O-])O (2-Isopropoxy-5-nitrophenol). The yield is 53.0%. As a reaction SMILES: [N+:1]([C:4]1[CH:5]=[C:6]([OH:11])[C:7](=[CH:9][CH:10]=1)[OH:8])([O-:3])=[O:2].[H-].[Na+].I[CH:15]([CH3:17])[CH3:16]>CN(C)C=O>[CH:15]([O:8][C:7]1[CH:9]=[CH:10][C:4]([N+:1]([O-:3])=[O:2])=[CH:5][C:6]=1[OH:11])([CH3:17])[CH3:16] |f:1.2|. Procedure: A solution of 15.5 g of 4-nitrocatechol (100 mmol) in 200 ml of N,N-dimethylformamide is added dropwise at 0° C. to a 60% suspension of sodium hydride in oil (4.2 g, 105 mmol). At the end of the addition (1 hour), the dark red solution is stirred at 0° C. for 1.5 hours and 10.5 mnl of 2-iodopropane (105 mmol) are then added dropwise. The mixture is then brought to 80° C. and stirred for 16 hours. It is then cooled to room temperature, the solvent is evaporated off and the dark red oil is dissolv... The reactants are FC1=C(C=CC(=C1)B1OC(C(O1)(C)C)(C)C)[C@@H](C)NC(=O)C1(CC1)NC(C(F)(F)F)=O (N-{(1R)-1-[2-fluoro-4-(4,4,5,5-tetramethyl-1,3,2-dioxaborolan-2-yl)phenyl]ethyl}-1-[(trifluoroacetyl)amino]cyclopropanecarboxamide), BrC1=C(C=CC2=CC=CC=C12)OC (1-bromo-2-methoxynaphthalene), C([O-])([O-])=O.[Cs+].[Cs+] (cesium carbonate). The reagents and catalysts are [Pd].C(C)(C)(C)P(C(C)(C)C)C(C)(C)C.C(C)(C)(C)P(C(C)(C)C)C(C)(C)C (bis(tri-t-butylphosphine) palladium (0)). The solvent is CCOC(=O)C (EtOAc), O1CCOCC1 (dioxane). Yields the product FC1=C(C=CC(=C1)C1=C(C=CC2=CC=CC=C12)OC)[C@@H](C)NC(=O)C1(CC1)NC(C(F)(F)F)=O (N-{(1R)-1-[2-fluoro-4-(2-methoxy-1-naphthyl)phenyl]ethyl}-1-[(trifluoroacetyl)amino]cyclopropanecarboxamide). Reaction SMILES: [F:1][C:2]1[CH:7]=[C:6](B2OC(C)(C)C(C)(C)O2)[CH:5]=[CH:4][C:3]=1[C@H:17]([NH:19][C:20]([C:22]1([NH:25][C:26](=[O:31])[C:27]([F:30])([F:29])[F:28])[CH2:24][CH2:23]1)=[O:21])[CH3:18].Br[C:33]1[C:42]2[C:37](=[CH:38][CH:39]=[CH:40][CH:41]=2)[CH:36]=[CH:35][C:34]=1[O:43][CH3:44].C(=O)([O-])[O-].[Cs+].[Cs+]>O1CCOCC1.CCOC(C)=O.[Pd].C(P(C(C)(C)C)C(C)(C)C)(C)(C)C.C(P(C(C)(C)C)C(C)(C)C)(C)(C)C>[F:1][C:2]1[CH:7]=[C:6]([C:33]2[C:42]3[C:37](=[CH:38][CH:39]=[CH:40][CH:41]=3)[CH:36]=[CH:35][C:34]=2[O:43][CH3:44])[CH:5]=[CH:4][C:3]=1[C@H:17]([NH:19][C:20]([C:22]1([NH:25][C:26](=[O:31])[C:27]([F:30])([F:28])[F:29])[CH2:23][CH2:24]1)=[O:21])[CH3:18] |f:2.3.4,7.8.9|. Reported procedure: N-{(1R)-1-[2-fluoro-4-(4,4,5,5-tetramethyl-1,3,2-dioxaborolan-2-yl)phenyl]ethyl}-1-[(trifluoroacetyl)amino]cyclopropanecarboxamide, (1 g, 2.25 mmol), 1-bromo-2-methoxynaphthalene (534 mg (2.25 mmol), cesium carbonate (1.47 g 4.5 mmol), and bis(tri-t-butylphosphine) palladium (0) (6 mg 0.1 mmol) were stirred in anhydrous dioxane (4 mL) at 90 C overnight in a sealed tube. The reaction was cooled to room temperature and diluted with EtOAc, washed once each with water and brine. The organic layers w... Reactants: ClCCl, O=C(O)c1cccc2c1Oc1ccccc1OC2=O, O=[Cr](=O)([O-])Cl, c1cc[nH+]cc1. Product: O=Cc1cccc2c1Oc1ccccc1OC2=O. RXN SMILES: [CH2:31]([Cl:32])[Cl:33].[O:1]=[C:2]1[c:3]2[c:4]([c:13]([C:17](=[O:18])[OH:19])[cH:14][cH:15][cH:16]2)[O:5][c:6]2[c:7]([cH:9][cH:10][cH:11][cH:12]2)[O:8]1.[O:20]=[Cr:21]([Cl:22])([O-:23])=[O:24].[nH+:25]1[cH:26][cH:27][cH:28][cH:29][cH:30]1>>[O:1]=[C:2]1[c:3]2[c:4]([c:13]([CH:17]=[O:18])[cH:14][cH:15][cH:16]2)[O:5][c:6]2[c:7]([cH:9][cH:10][cH:11][cH:12]2)[O:8]1. Starting materials: BrC1=CC(=C(C=C1)C1C2=C(NCC(S1)(C)C)N(N=C2C)C)C (4-(4-bromo-2-methyl-phenyl)-1,3,6,6-tetramethyl-7,8-dihydro-4H-pyrazolo[3,4-e][1,4]thiazepine), tri-tert-butylphosphonium tetrafluoroboronate, N12CCCCCC2=NCCC1 (1,8-diazabicyclo[5.4.0]undec-7-ene), NC=1C=NC=CC1 (3-aminopyridine), C1CCOC1 (THF). The reagents and catalysts are CC1=CC=CC=C1P(C2=CC=CC=C2C)C3=CC=CC=C3[CH2-].CC1=CC=CC=C1P(C2=CC=CC=C2C)C3=CC=CC=C3[CH2-].CC(=O)O.CC(=O)O.[Pd].[Pd] (trans-di-MU-acetatobis[2-(di-o-tolylphosphino)benzyl]dipalladium(II)), [C-]#[O+].[C-]#[O+].[C-]#[O+].[C-]#[O+].[C-]#[O+].[C-]#[O+].[Mo] (molybdenumhexacarbonyl). Run at temperature 120 celsius. Yields the product CC=1C=C(C(=O)NC=2C=NC=CC2)C=CC1C1C2=C(NCC(S1)(C)C)N(N=C2C)C (3-methyl-N-(3-pyridyl)-4-(1,3,6,6-tetramethyl-7,8-dihydro-4H-pyrazolo[3,4-e][1,4]thiazepin-4-yl)benzamide). The yield is 64.0%. Reaction SMILES: Br[C:2]1[CH:7]=[CH:6][C:5]([CH:8]2[S:14][C:13]([CH3:16])([CH3:15])[CH2:12][NH:11][C:10]3[N:17]([CH3:21])[N:18]=[C:19]([CH3:20])[C:9]2=3)=[C:4]([CH3:22])[CH:3]=1.N12CCCN=C1CCCCC2.[NH2:34][C:35]1[CH:36]=[N:37][CH:38]=[CH:39][CH:40]=1.C1C[O:44][CH2:43]C1>CC1C(P(C2C([CH2-])=CC=CC=2)C2C(C)=CC=CC=2)=CC=CC=1.CC1C(P(C2C([CH2-])=CC=CC=2)C2C(C)=CC=CC=2)=CC=CC=1.CC(O)=O.CC(O)=O.[Pd].[Pd].[C-]#[O+].[C-]#[O+].[C-]#[O+].[C-]#[O+].[C-]#[O+].[C-]#[O+].[Mo]>[CH3:22][C:4]1[CH:3]=[C:2]([CH:7]=[CH:6][C:5]=1[CH:8]1[S:14][C:13]([CH3:16])([CH3:15])[CH2:12][NH:11][C:10]2[N:17]([CH3:21])[N:18]=[C:19]([CH3:20])[C:9]1=2)[C:43]([NH:34][C:35]1[CH:36]=[N:37][CH:38]=[CH:39][CH:40]=1)=[O:44] |f:4.5.6.7.8.9,10.11.12.13.14.15.16|. Reported procedure: To THF (5 mL) was added 4-(4-bromo-2-methyl-phenyl)-1,3,6,6-tetramethyl-7,8-dihydro-4H-pyrazolo[3,4-e][1,4]thiazepine (0.1 g, 0.26 mmol, Example D.58), trans-di-MU-acetatobis[2-(di-o-tolylphosphino)benzyl]dipalladium(II) (0.025 g, 0.026 mmol, Alfa Aesar), molybdenumhexacarbonyl (0.072 g, 0.26 mmol, Fluka), tri-tert-butylphosphonium tetrafluoroboronate (0.016 g, 0.052 mmol), 1,8-diazabicyclo[5.4.0]undec-7-ene (0.061 g, 0.052 mmol) and 3-aminopyridine (0.075 g, 0.78 mmol). The resulting mixture wa... The reactants are C(C(C)(C)C)(=O)O (pivalic acid), NCC(CN)O (1,3-diamino-2-propanol), NCC(CN)O (1,3-diamino-2-propanol), C(C(C)(C)C)(=O)O (Pivalic acid). The solvent is O (water), O (water). Run at temperature 0 celsius. Yields the product C(C)(C)(C)C=1NCC(CN1)O (2-t-butyl-5-hydroxy-1,4,5,6-tetrahydropyrimidine). The yield is 62.0%. As a reaction SMILES: [C:1](O)(=O)[C:2]([CH3:5])([CH3:4])[CH3:3].[NH2:8][CH2:9][CH:10]([OH:13])[CH2:11][NH2:12]>O>[C:2]([C:1]1[NH:8][CH2:9][CH:10]([OH:13])[CH2:11][N:12]=1)([CH3:5])([CH3:4])[CH3:3]. Procedure details: The feed solution was comprised of 41.4 percent pivalic acid, 43.9 percent 1,3-diamino-2-propanol, and 14.6 percent water, corresponding to a 1/1.2/2 molar ratio, and was kept warm on a hot plate stirrer and pumped through a heated line to the catalyst bed. Pivalic acid (167.4 g, 1.64 mol), 1,3-diamino-2-propanol (177.5 g, 1.97 mol), and water (59.0 g, 3.28 mol) were pumped as a single feed to the alumina bed held at 275° C., at a rate of 1.5 g/min. A preheater tube held at 250° C. served to vap... Reactants: Cc1ccccc1, O=C(Cl)Cl, CCOc1cc(N)cc2c1OCOC2. The product is CCOc1cc(N=C=O)cc2c1OCOC2. Reaction SMILES: [CH3:19][c:20]1[cH:21][cH:22][cH:23][cH:24][cH:25]1.[Cl:15][C:16]([Cl:17])=[O:18].[NH2:1][c:2]1[cH:3][c:4]2[c:5]([c:10]([O:12][CH2:13][CH3:14])[cH:11]1)[O:6][CH2:7][O:8][CH2:9]2>>[N:1]([c:2]1[cH:3][c:4]2[c:5]([c:10]([O:12][CH2:13][CH3:14])[cH:11]1)[O:6][CH2:7][O:8][CH2:9]2)=[C:16]=[O:18]. Starting materials: COC=1C=C(C=CC1OC)CC(C)=O (1-(3,4-dimethoxyphenyl)-2-propanone), O=C[C@H](O)[C@@H](O)[C@H](O)[C@H](O)CO (D-glucose), N[C@H](C)C(=O)O (D-alanine), CC1=C(C(=C(C=N1)COP(=O)(O)O)C=O)O (pyridoxal phosphate). Product: COC=1C=C(C=CC1OC)CC(C)N (1-(3,4-dimethoxyphenyl)-2-aminopropane). RXN SMILES: [CH3:1][O:2][C:3]1[CH:4]=[C:5]([CH2:11][C:12](=O)[CH3:13])[CH:6]=[CH:7][C:8]=1[O:9][CH3:10].O=C[C@@H]([C@H]([C@@H]([C@@H](CO)O)O)O)O.[NH2:27][C@@H](C(O)=O)C.CC1N=CC(COP(O)(O)=O)=C(C=O)C=1O>>[CH3:1][O:2][C:3]1[CH:4]=[C:5]([CH2:11][CH:12]([NH2:27])[CH3:13])[CH:6]=[CH:7][C:8]=1[O:9][CH3:10]. Procedure details: After ten hours in reaction, 1.5 g of a substrate 1-(3,4-dimethoxyphenyl)-2-propanone, 4.17 g of D-glucose, 4.13 g of D-alanine, and 3.3 mg of pyridoxal phosphate were added. During the reaction, the reaction liquid was sampled. From the sample, 1-(3,4-dimethoxyphenyl)-2-aminopropane was extracted by the addition of ethyl acetate after basifying the sample with 6 N aqueous solution of sodium hydroxide. The amount of 1-(3,4-dimethoxyphenyl)-2-aminopropane produced was measured by analyzing 1-(3,4... Reactants: BrC=1C=C(C(=CC1)NC(C)(C)C)N (4-bromo-N1-tert-butyl-benzene-1,2-diamine), CC1=NOC(=N1)C1=C(C=O)C=CC=C1 (2-(3-methyl-1,2,4-oxadiazol-5-yl)benzaldehyde), OOS(=O)[O-].[K+] (Oxone), S(=S)(=O)([O-])[O-].[Na+].[Na+] (sodium thiosulfate). The solvent is CN(C)C=O (DMF), O (H2O). Reaction conditions: time 1 hour. The product is BrC1=CC2=C(N(C(=N2)C2=C(C=CC=C2)C2=NC(=NO2)C)C(C)(C)C)C=C1 (5-bromo-1-tert-butyl-2-[2-(3-methyl-1,2,4-oxadiazol-5-yl)-phenyl]-1H-benzimidazole). Yield: 78.2%. RXN SMILES: [Br:1][C:2]1[CH:3]=[C:4]([NH2:13])[C:5]([NH:8][C:9]([CH3:12])([CH3:11])[CH3:10])=[CH:6][CH:7]=1.[CH3:14][C:15]1[N:19]=[C:18]([C:20]2[CH:27]=[CH:26][CH:25]=[CH:24][C:21]=2[CH:22]=O)[O:17][N:16]=1.OOS([O-])=O.[K+].S([O-])([O-])(=O)=S.[Na+].[Na+]>CN(C=O)C.O>[Br:1][C:2]1[CH:7]=[CH:6][C:5]2[N:8]([C:9]([CH3:10])([CH3:12])[CH3:11])[C:22]([C:21]3[CH:24]=[CH:25][CH:26]=[CH:27][C:20]=3[C:18]3[O:17][N:16]=[C:15]([CH3:14])[N:19]=3)=[N:13][C:4]=2[CH:3]=1 |f:2.3,4.5.6|. Procedure: To a solution of 4-bromo-N1-tert-butyl-benzene-1,2-diamine (700 mg, 2.8 mmol) in DMF (15 mL) is added 2-(3-methyl-1,2,4-oxadiazol-5-yl)benzaldehyde (813 mg, 4.3 mmol) at room temperature. Oxone (1.7 g, 2.8 mmol) in H2O (4 mL) is added and the solution is stirred for 1 hour. Saturated sodium thiosulfate solution (10 mL) is added and the mixture is extracted with EtOAc (3×10 mL) and H2O (10 mL). The combined organic layer is dried, (MgSO4), filtered and concentrated. The residue is purified by sil... Starting materials: FC1=CC=C(C=C1)S(=O)(=O)NC1=CC=C(C(=C1C(=O)OCC1=CC=CC=C1)C)C=C (benzyl 6-{[(4-fluorophenyl)sulfonyl]amino}-2-methyl-3-vinylbenzoate), OSO4, O1CCOCC1 (dioxane), NaIO4. Solvent: O (water), [Cl-].[Na+].O (brine). Run at time 8 minute. Product: FC1=CC=C(C=C1)S(=O)(=O)NC1=CC=C(C(=C1C(=O)OCC1=CC=CC=C1)C)C(C)O (benzyl 6-{[(4-fluorophenyl)sulfonyl]amino}-3-(1-hydroxyethyl)-2-methylbenzoate). Reaction SMILES: [F:1][C:2]1[CH:7]=[CH:6][C:5]([S:8]([NH:11][C:12]2[C:17]([C:18]([O:20][CH2:21][C:22]3[CH:27]=[CH:26][CH:25]=[CH:24][CH:23]=3)=[O:19])=[C:16]([CH3:28])[C:15]([CH:29]=[CH2:30])=[CH:14][CH:13]=2)(=[O:10])=[O:9])=[CH:4][CH:3]=1.[O:31]1CCOCC1>O.[Cl-].[Na+].O>[F:1][C:2]1[CH:7]=[CH:6][C:5]([S:8]([NH:11][C:12]2[C:17]([C:18]([O:20][CH2:21][C:22]3[CH:23]=[CH:24][CH:25]=[CH:26][CH:27]=3)=[O:19])=[C:16]([CH3:28])[C:15]([CH:29]([OH:31])[CH3:30])=[CH:14][CH:13]=2)(=[O:9])=[O:10])=[CH:4][CH:3]=1 |f:3.4.5|. Reported procedure: A solution of Example 173B (150 mg, 0.35 mmol) in dioxane (6 mL) and water (2 mL) was added OSO4 (2.5% wt in t-butanol, 0.5 mL) was stirred for 8 minutes at ambient temperature, treated with NaIO4 (128 mg, 0.6 mmol), stirred for 30 minutes, treated with brine, and extracted with ethyl acetate. The extract was dried (MgSO4), filtered, and concentrated. The concentrate was dissolved in anhydrous THF (6 mL), cooled to 0° C., treated dropwise with methyl magnesium bromide (3.0M in diethyl ether, 0.3...